The task is: describe an organic reaction: reactants, conditions, products, and yield. This data is from the Open Reaction Database (ORD), a public repository of structured organic reaction records. Reactants: CO, Nc1cccc(OCCCCl)c1, [NH4+], [OH-]. Yields the product NCCCOc1cccc(N)c1. RXN SMILES: [CH3:15][OH:16].[Cl:1][CH2:2][CH2:3][CH2:4][O:5][c:6]1[cH:7][c:8]([NH2:12])[cH:9][cH:10][cH:11]1.[NH4+:13].[OH-:14]>>[CH2:2]([CH2:3][CH2:4][O:5][c:6]1[cH:7][c:8]([NH2:12])[cH:9][cH:10][cH:11]1)[NH2:13]. Reactants: C=CC, Cc1ccccc1N. Yields the product Cc1ccccc1NC(C)C. As a reaction SMILES: [CH2:9]=[CH:10][CH3:11].[NH2:1][c:2]1[c:3]([CH3:8])[cH:4][cH:5][cH:6][cH:7]1>>[NH:1]([c:2]1[c:3]([CH3:8])[cH:4][cH:5][cH:6][cH:7]1)[CH:10]([CH3:9])[CH3:11]. Starting materials: [Br-], BrCc1ccccc1, CCCC[N+](CCCC)(CCCC)CCCC, [H-], OCCc1cccc(I)c1, [Na+], C1CCOC1. Product: Ic1cccc(CCOCc2ccccc2)c1. As a reaction SMILES: [Br-:26].[Br:13][CH2:14][c:15]1[cH:16][cH:17][cH:18][cH:19][cH:20]1.[CH2:27]([N+:28]([CH2:29][CH2:30][CH2:31][CH3:32])([CH2:33][CH2:34][CH2:35][CH3:36])[CH2:37][CH2:38][CH2:39][CH3:40])[CH2:41][CH2:42][CH3:43].[H-:11].[I:1][c:2]1[cH:3][c:4]([CH2:8][CH2:9][OH:10])[cH:5][cH:6][cH:7]1.[Na+:12].[O:21]1[CH2:22][CH2:23][CH2:24][CH2:25]1>>[I:1][c:2]1[cH:3][c:4]([CH2:8][CH2:9][O:10][CH2:14][c:15]2[cH:16][cH:17][cH:18][cH:19][cH:20]2)[cH:5][cH:6][cH:7]1. Reactants: COC(=O)[C@H]1N(C[C@H](C1)N)CC1=CC=CC=C1 ((2S,4S)-4-amino-1-benzyl-pyrrolidine-2-carboxylic acid methyl ester), OC1=C(C=CC2=CC=CC=C12)C(=O)O (1-hydroxy-naphthalene-2-carboxylic acid). Product: COC(=O)[C@H]1N(C[C@H](C1)NC(=O)C1=C(C2=CC=CC=C2C=C1)O)CC1=CC=CC=C1 ((2S,4S)-1-Benzyl-4-[(1-hydroxy-naphthalene-2-carbonyl)-amino]-pyrrolidine-2-carboxylic acid methyl ester). RXN SMILES: [CH3:1][O:2][C:3]([C@@H:5]1[CH2:9][C@H:8]([NH2:10])[CH2:7][N:6]1[CH2:11][C:12]1[CH:17]=[CH:16][CH:15]=[CH:14][CH:13]=1)=[O:4].[OH:18][C:19]1[C:28]2[C:23](=[CH:24][CH:25]=[CH:26][CH:27]=2)[CH:22]=[CH:21][C:20]=1[C:29](O)=[O:30]>>[CH3:1][O:2][C:3]([C@@H:5]1[CH2:9][C@H:8]([NH:10][C:29]([C:20]2[CH:21]=[CH:22][C:23]3[C:28](=[CH:27][CH:26]=[CH:25][CH:24]=3)[C:19]=2[OH:18])=[O:30])[CH2:7][N:6]1[CH2:11][C:12]1[CH:17]=[CH:16][CH:15]=[CH:14][CH:13]=1)=[O:4]. Reported procedure: (2S,4S)-1-Benzyl-4-[(1-hydroxy-naphthalene-2-carbonyl)-amino]-pyrrolidine-2-carboxylic acid methyl ester was prepared from (2S,4S)-4-amino-1-benzyl-pyrrolidine-2-carboxylic acid methyl ester and 1-hydroxy-naphthalene-2-carboxylic acid in an analogous manner to example 1. MS calcd. for C24H25N2O4 [(M+H)+] 405.0, obsd. 405.0. The reactants are COC1=CC=C(C=C1)CCC(C(=O)O)CO ([4-(4-methoxyphenyl)]-2-hydroxymethyl butanoic acid), IC (iodomethane), C([O-])([O-])=O.[K+].[K+] (potassium carbonate). Solvent: CN(C=O)C (dimethylformamide), C(C)(=O)OCC (ethyl acetate). Conditions: temperature 70 celsius. The product is COC(C(CCC1=CC=C(C=C1)OC)CO)=O (Methyl-[4-(4-methoxyphenyl)]-2-hydroxymethylbutanoate). As a reaction SMILES: [CH3:1][O:2][C:3]1[CH:8]=[CH:7][C:6]([CH2:9][CH2:10][CH:11]([CH2:15][OH:16])[C:12]([OH:14])=[O:13])=[CH:5][CH:4]=1.IC.[C:19](=O)([O-])[O-].[K+].[K+]>CN(C)C=O.C(OCC)(=O)C>[CH3:19][O:13][C:12](=[O:14])[CH:11]([CH2:15][OH:16])[CH2:10][CH2:9][C:6]1[CH:5]=[CH:4][C:3]([O:2][CH3:1])=[CH:8][CH:7]=1 |f:2.3.4|. Procedure details: A mixture of [4-(4-methoxyphenyl)]-2-hydroxymethyl butanoic acid (6.0 g, 0.027 mol), iodomethane (5.68 g, 0.04 mol) and potassium carbonate (7.45 g, 0.054 mol) in dimethylformamide (40 ml) was heated at 70° C. for 1 h. After cooling to room temperature the reaction mixture was diluted with ethyl acetate (400 ml), washed with water (3×200 ml), sodium hydrogen carbonate solution (2×200 ml) and again with water (2×200 ml). Drying (MgSO4) and removal of solvent at reduced pressure gave the product a... Starting materials: C(CC)SC1=CC2=C(C(=NCC=3N2C(=NN3)C(CC)Cl)C3=C(C=C(C=C3)CC)CC)C=C1 (9-(propylthio)-1-(α-chloropropyl)-6-(2,4-diethylphenyl)-4H-s-triazolo[4,3-a]-[1,4]-benzodiazepine), CNC (dimethylamine), [I-].[Na+] (sodium iodide). Yields the product CN(C(CC)C1=NN=C2N1C1=C(C(=NC2)C2=C(C=C(C=C2)CC)CC)C=CC(=C1)SCCC)C (1-[α-(dimethylamino)propyl]-9-(propylthio)-6-(2,4-diethylphenyl)-4H-s-triazolo-[4,3-a][1,4]benzodiazepine). As a reaction SMILES: [CH2:1]([S:4][C:5]1[CH:32]=[CH:31][C:8]2[C:9]([C:21]3[CH:26]=[CH:25][C:24]([CH2:27][CH3:28])=[CH:23][C:22]=3[CH2:29][CH3:30])=[N:10][CH2:11][C:12]3[N:13]([C:14]([CH:17](Cl)[CH2:18][CH3:19])=[N:15][N:16]=3)[C:7]=2[CH:6]=1)[CH2:2][CH3:3].[CH3:33][NH:34][CH3:35].[I-].[Na+]>>[CH3:33][N:34]([CH3:35])[CH:17]([C:14]1[N:13]2[C:7]3[CH:6]=[C:5]([S:4][CH2:1][CH2:2][CH3:3])[CH:32]=[CH:31][C:8]=3[C:9]([C:21]3[CH:26]=[CH:25][C:24]([CH2:27][CH3:28])=[CH:23][C:22]=3[CH2:29][CH3:30])=[N:10][CH2:11][C:12]2=[N:16][N:15]=1)[CH2:18][CH3:19] |f:2.3|. Procedure: In the manner given in Example 1, 9-(propylthio)-1-(α-chloropropyl)-6-(2,4-diethylphenyl)-4H-s-triazolo[4,3-a]-[1,4]-benzodiazepine was reacted with dimethylamine in the presence of sodium iodide to give 1-[α-(dimethylamino)propyl]-9-(propylthio)-6-(2,4-diethylphenyl)-4H-s-triazolo-[4,3-a][1,4]benzodiazepine. Starting materials: Br, O=C([O-])O, CC1=NN(c2ccc3c(c2)C(C)(C)CC3)C(=O)C1, CCO, Cl, O=N[O-], Nc1cccc(-c2ccc(C(=O)O)o2)c1O, [Na+], [Na+]. Product: CC1=NN(c2ccc3c(c2)C(C)(C)CC3)C(=O)C1=NNc1cccc(-c2ccc(C(=O)O)o2)c1O. Reaction SMILES: [BrH:1].[C:40](=[O:41])([OH:42])[O-:43].[CH3:22][C:23]1([CH3:39])[CH2:24][CH2:25][c:26]2[cH:27][cH:28][c:29]([N:32]3[N:33]=[C:34]([CH3:38])[CH2:35][C:36]3=[O:37])[cH:30][c:31]21.[CH3:46][CH2:47][OH:48].[ClH:45].[N:18]([O-:19])=[O:20].[NH2:2][c:3]1[c:4]([OH:17])[c:5](-[c:9]2[cH:10][cH:11][c:12]([C:14](=[O:15])[OH:16])[o:13]2)[cH:6][cH:7][cH:8]1.[Na+:21].[Na+:44]>>[NH:2]([c:3]1[c:4]([OH:17])[c:5](-[c:9]2[cH:10][cH:11][c:12]([C:14](=[O:15])[OH:16])[o:13]2)[cH:6][cH:7][cH:8]1)[N:18]=[C:35]1[C:34]([CH3:38])=[N:33][N:32]([c:29]2[cH:28][cH:27][c:26]3[c:31]([cH:30]2)[C:23]([CH3:22])([CH3:39])[CH2:24][CH2:25]3)[C:36]1=[O:37]. The solvent is C(C)#N (acetonitrile). Procedure: To a pre-cooled solution of 1,2,3,5-tetra-O-benzoyl-2-C-methyl-D-ribofuranose [Harry-O'kuru, Rogers E.; Smith, Jennifer M.; Wolfe, Michael S, “A Short, Flexible Route toward 2′-C-Branched Ribonucleosides,” J. Org. Chem., 62:1754-1759 (1997)] (1.74 g, 3.00 mmol) in acetonitrile (15 mL) was added 2-amino-6-chloropurine (0.56 g, 3.30 mmol), then diazabicyclo[5.4.0]undec-7-ene (DBU) (1.37 g, 9.00 mmol), and then dropwise trimethylsilylmethyl trifluoromethanesulfonate (TMS trifate) (2.67 g, 12.00 mmo... Product: NC1=NC(=C2N=CN(C2=N1)[C@H]1[C@](OC(C2=CC=CC=C2)=O)([C@H](OC(C2=CC=CC=C2)=O)[C@H](O1)COC(C1=CC=CC=C1)=O)C)Cl (2-Amino-6-chloro-9-(2,3,5-tri-O-benzoyl-2-C-methyl-β-D-ribofuranosyl)purine). Reaction conditions: temperature 65 celsius. Starting materials: C(C1=CC=CC=C1)(=O)OC1[C@](OC(C2=CC=CC=C2)=O)([C@H](OC(C2=CC=CC=C2)=O)[C@H](O1)COC(C1=CC=CC=C1)=O)C (1,2,3,5-tetra-O-benzoyl-2-C-methyl-D-ribofuranose), N12NCCCCC2=CCCC1 (diazabicyclo[5.4.0]undec-7-ene), FC(S(=O)(=O)OC[Si](C)(C)C)(F)F (trimethylsilylmethyl trifluoromethanesulfonate), Ribonucleosides, NC1=NC(=C2NC=NC2=N1)Cl (2-amino-6-chloropurine). Reaction SMILES: C(O[CH:10]1[O:32][C@H:31]([CH2:33][O:34][C:35](=[O:42])[C:36]2[CH:41]=[CH:40][CH:39]=[CH:38][CH:37]=2)[C@@H:21]([O:22][C:23](=[O:30])[C:24]2[CH:29]=[CH:28][CH:27]=[CH:26][CH:25]=2)[C@@:11]1([CH3:43])[O:12][C:13](=[O:20])[C:14]1[CH:19]=[CH:18][CH:17]=[CH:16][CH:15]=1)(=O)C1C=CC=CC=1.[NH2:44][C:45]1[N:53]=[C:52]2[C:48]([NH:49][CH:50]=[N:51]2)=[C:47]([Cl:54])[N:46]=1.N12CCCC=C1CCCCN2.FC(F)(F)S(OC[Si](C)(C)C)(=O)=O>C(#N)C>[NH2:44][C:45]1[N:53]=[C:52]2[C:48]([N:49]=[CH:50][N:51]2[C@@H:10]2[O:32][C@H:31]([CH2:33][O:34][C:35](=[O:42])[C:36]3[CH:41]=[CH:40][CH:39]=[CH:38][CH:37]=3)[C@@H:21]([O:22][C:23](=[O:30])[C:24]3[CH:29]=[CH:28][CH:27]=[CH:26][CH:25]=3)[C@@:11]2([CH3:43])[O:12][C:13](=[O:20])[C:14]2[CH:15]=[CH:16][CH:17]=[CH:18][CH:19]=2)=[C:47]([Cl:54])[N:46]=1. The reactants are CS(C)=O, CCOC(C)=O, O=[N+]([O-])c1ccc(F)cc1F, [Li+], N#Cc1cc(C2CC2)ccc1N, [OH-], O, O. Yields the product N#Cc1cc(C2CC2)ccc1Nc1cc(F)ccc1[N+](=O)[O-]. Reaction SMILES: [CH3:28][S:29]([CH3:30])=[O:31].[CH3:32][CH2:33][O:34][C:35](=[O:36])[CH3:37].[F:13][c:14]1[c:15]([N+:21](=[O:22])[O-:23])[cH:16][cH:17][c:18]([F:20])[cH:19]1.[Li+:26].[NH2:1][c:2]1[c:3]([C:4]#[N:5])[cH:6][c:7]([CH:10]2[CH2:11][CH2:12]2)[cH:8][cH:9]1.[OH-:25].[OH2:24].[OH2:27]>>[NH:1]([c:2]1[c:3]([C:4]#[N:5])[cH:6][c:7]([CH:10]2[CH2:11][CH2:12]2)[cH:8][cH:9]1)[c:14]1[c:15]([N+:21](=[O:22])[O-:23])[cH:16][cH:17][c:18]([F:20])[cH:19]1. Reactants: N1=C(C=CC=C1)CO (2-pyridinemethanol), CI (Methyl iodide), [H-].[Na+] (sodium hydride), CS(=O)C (dimethylsulfoxide). Solvent: O (Water). The product is COCC1=NC=CC=C1 (2-(methoxymethyl)pyridine). RXN SMILES: [N:1]1[CH:6]=[CH:5][CH:4]=[CH:3][C:2]=1[CH2:7][OH:8].[H-].[Na+].[CH3:11]S(C)=O.CI>O>[CH3:11][O:8][CH2:7][C:2]1[CH:3]=[CH:4][CH:5]=[CH:6][N:1]=1 |f:1.2|. Procedure details: Also, 2-(methoxymethyl)pyridine is prepared by the following alternative procedure. A mixture of 10.9 g. of 2-pyridinemethanol and 2.4 g. of sodium hydride in 50 ml. of dimethylsulfoxide is warmed on a steam bath for 15 minutes, then cooled to room temperature. Methyl iodide (14.2 g.) is added and then the mixture is heated at 40°C. for 1 hour. Water (150 ml.) is then added and the mixture is extracted with ether. The extracts are dried, concentrated and distilled to give 2-(methoxymethyl)pyridi...